Dataset: the Open Reaction Database (ORD), a public repository of structured organic reaction records. Task: describe an organic reaction: reactants, conditions, products, and yield Run in C(C)OCC (diethyl ether). Procedure details: The product of step A was subjected to Boc-deprotection with 2 M HCl in diethyl ether following the procedure of Example 28, step B. The crude material was purified by flash column chromatography (SiO2, 80:18:2 chloroform/methanol/ammonium hydroxide). The free base was treated with 1.25 M HCl in methanol (0.5 mL). The solution was concentrated in vacuo and the residue lyophilized to give 2-(4-Aminomethylphenyl)sulfonyl-5-methyl-5,6,7,8,9,10-hexahydro-7,10-epiminocyclohepta[b]indole dihydrochlori... Yields the product Cl.Cl.NCC1=CC=C(C=C1)S(=O)(=O)C=1C=C2C3=C(N(C2=CC1)C)CC1CCC3N1 (2-(4-Aminomethylphenyl)sulfonyl-5-methyl-5,6,7,8,9,10-hexahydro-7,10-epiminocyclohepta[b]indole dihydrochloride). RXN SMILES: [NH2:1][CH2:2][C:3]1[CH:8]=[CH:7][C:6]([S:9]([C:12]2[CH:20]=[CH:19][C:18]3[N:17]([CH3:21])[C:16]4[CH2:22][CH:23]5[NH:27][CH:26]([C:15]=4[C:14]=3[C:13]=2C(OC(C)(C)C)=O)[CH2:25][CH2:24]5)(=[O:11])=[O:10])=[CH:5][CH:4]=1.[ClH:35]>C(OCC)C>[ClH:35].[ClH:35].[NH2:1][CH2:2][C:3]1[CH:8]=[CH:7][C:6]([S:9]([C:12]2[CH:13]=[C:14]3[C:18](=[CH:19][CH:20]=2)[N:17]([CH3:21])[C:16]2[CH2:22][CH:23]4[NH:27][CH:26]([C:15]3=2)[CH2:25][CH2:24]4)(=[O:11])=[O:10])=[CH:5][CH:4]=1 |f:3.4.5|. Reactants: NCC1=CC=C(C=C1)S(=O)(=O)C1=C(C=2C3=C(N(C2C=C1)C)CC1CCC3N1)C(=O)OC(C)(C)C (tert-butyl 2-(4-aminomethylphenyl)sulfonyl-5-methyl-5,6,7,8,9,10-hexahydro-7,10-epiminocyclohepta[b]indole-carboxylate), Cl (HCl). The reactants are [Al], N#CCCCCC(N)=O, [Na+], [OH-]. The product is NCCCCCC(N)=O. RXN SMILES: [Al:3].[C:4](#[N:5])[CH2:6][CH2:7][CH2:8][CH2:9][C:10](=[O:11])[NH2:12].[Na+:2].[OH-:1]>>[CH2:4]([NH2:5])[CH2:6][CH2:7][CH2:8][CH2:9][C:10](=[O:11])[NH2:12]. Reactants: BrCC1CC1, O=C([O-])[O-], CN(C)C=O, [K+], [K+], O=Cc1ccc(OC(F)F)c(O)c1. Reaction SMILES: [Br:20][CH2:21][CH:22]1[CH2:23][CH2:24]1.[C:14](=[O:15])([O-:16])[O-:17].[CH3:25][N:26]([CH3:27])[CH:28]=[O:29].[K+:18].[K+:19].[OH:1][c:2]1[cH:3][c:4]([CH:5]=[O:6])[cH:7][cH:8][c:9]1[O:10][CH:11]([F:12])[F:13]>>[O:1]([c:2]1[cH:3][c:4]([CH:5]=[O:6])[cH:7][cH:8][c:9]1[O:10][CH:11]([F:12])[F:13])[CH2:21][CH:22]1[CH2:23][CH2:24]1. The product is O=Cc1ccc(OC(F)F)c(OCC2CC2)c1. Reactants: CC(C)(C)OC(=O)c1ccc2c(c1)NC(=O)OCC2, O=C([O-])[O-], CCI, [K+], [K+], CN(C)C=O, O. The product is CCN1C(=O)OCCc2ccc(C(=O)OC(C)(C)C)cc21. RXN SMILES: [C:1]([CH3:2])([CH3:3])([CH3:4])[O:5][C:6](=[O:7])[c:8]1[cH:9][c:10]2[c:11]([cH:18][cH:19]1)[CH2:12][CH2:13][O:14][C:15](=[O:17])[NH:16]2.[C:20](=[O:21])([O-:22])[O-:23].[I:26][CH2:27][CH3:28].[K+:24].[K+:25].[O:29]=[CH:30][N:31]([CH3:32])[CH3:33].[OH2:34]>>[C:1]([CH3:2])([CH3:3])([CH3:4])[O:5][C:6](=[O:7])[c:8]1[cH:9][c:10]2[c:11]([cH:18][cH:19]1)[CH2:12][CH2:13][O:14][C:15](=[O:17])[N:16]2[CH2:27][CH3:28]. The reactants are OC=1C(=CC(=C2CCC(C12)=O)C)C(C=C)C1=CC=CC=C1 (2,3-dihydro-7-hydroxy-4-methyl-6-(1-phenyl-2-propenyl)-1H-inden-1-one), Cl.NO (hydroxylamine hydrochloride), N1=CC=CC=C1 (pyridine). Run in C(C)O (ethanol), C(C)O (ethanol), C(C)(=O)OCC (ethyl acetate). The product is OC=1C(=CC(=C2CCC(C12)=NO)C)C(C=C)C1=CC=CC=C1 (2,3-dihydro-7-hydroxy-4-methyl-6-(1-phenyl-2-propenyl)-1H-inden-1-one oxime). Reaction SMILES: [OH:1][C:2]1[C:3]([CH:13]([C:16]2[CH:21]=[CH:20][CH:19]=[CH:18][CH:17]=2)[CH:14]=[CH2:15])=[CH:4][C:5]([CH3:12])=[C:6]2[C:10]=1[C:9](=O)[CH2:8][CH2:7]2.Cl.[NH2:23][OH:24].N1C=CC=CC=1>C(O)C.C(OCC)(=O)C>[OH:1][C:2]1[C:3]([CH:13]([C:16]2[CH:21]=[CH:20][CH:19]=[CH:18][CH:17]=2)[CH:14]=[CH2:15])=[CH:4][C:5]([CH3:12])=[C:6]2[C:10]=1[C:9](=[N:23][OH:24])[CH2:8][CH2:7]2 |f:1.2|. Reported procedure: An ethanol solution containing 120 g of 2,3-dihydro-7-hydroxy-4-methyl-6-(1-phenyl-2-propenyl)-1H-inden-1-one, 45 of hydroxylamine hydrochloride and 200 ml of pyridine in 1,200 ml of ethanol was refluxed for 4 hours. After the reaction was completed, the reaction mixture was concentrated to dryness under a reduced pressure, then the residue thus obtained was dissolved in 2 liters of ethyl acetate and washed three times with 1 liter of water each time, and the residue was dried again under a redu... Reactants: CC=1N=NC(=CC1)C1=CC=CC=C1 (3-Methyl-6-Phenylpyridazine), C1CC(=O)N(C1=O)Br (NBS). The solvent is C(Cl)(Cl)(Cl)Cl (carbon tetrachloride). Product: BrCC=1N=NC(=CC1)C1=CC=CC=C1 (3-(Bromomethyl)-6-phenylpyridazine). As a reaction SMILES: [CH3:1][C:2]1[N:3]=[N:4][C:5]([C:8]2[CH:13]=[CH:12][CH:11]=[CH:10][CH:9]=2)=[CH:6][CH:7]=1.C1C(=O)N([Br:21])C(=O)C1>C(Cl)(Cl)(Cl)Cl>[Br:21][CH2:1][C:2]1[N:3]=[N:4][C:5]([C:8]2[CH:9]=[CH:10][CH:11]=[CH:12][CH:13]=2)=[CH:6][CH:7]=1. Reported procedure: Synthesized using compound 65b (982 mg, 5.77 mmol), NBS (1.13 g, 6.35 mmol) and DBPO (70 mg, 0.29 mmol) in carbon tetrachloride according to Method A. Crude product was purified by flash chromatography on silica-gel using hexane/ethyl acetate (4:1) as eluent. Product was used directly in the next step without further characterization. Orange solid. Yield: 53 mg, 4%. (ESI): m/z=250.67 [M+H]+. Reactants: O(C1=CC=CC(OC)=C1)C. The reagents and catalysts are O1B(OC(C)(C)C1(C)C)B2OC(C)(C)C(O2)(C)C, N=1C=CC=CC1N2B(NC=3C=CC=CC32)B4NC=5C=CC=CC5N4C6=NC=CC=C6, C[OH2+].C[OH2+].C1CC=CCCC=C1.C1CC=CCCC=C1.[Ir].[Ir]. Run in O(C)C1CCCC1. Run at temperature 100 celsius, time 16 hour. Product: O(C=1C=C(OC)C=C(C1)B2OC(C)(C)C(O2)(C)C)C. Isolated yield 95.0%. Procedure: The general procedure A was followed using 1,3-dimethoxybenzene (65.5 uL, 0.5 mmol) and B2pin2 (126.9 mg, 0.5 mmol, 1.0 eq.) as starting material. The resulting mixture was allowed to stir 16 hours at 100 oC. 5a was obtained as white solid (125.1 mg, 95%) after purification by silica gel flash chromatography (EtOAc/PE=1:30 v/v). m.p.: 87-88 °C